From a dataset of the Open Reaction Database (ORD), a public repository of structured organic reaction records. describe an organic reaction: reactants, conditions, products, and yield Reactants: BrC1=C(C=CC(=C1)Cl)N (2-bromo-4-chloro-phenylamine), [N+](=O)([O-])C=1C=C(C=CC1)B(O)O (3-nitrophenylboronic acid), C(=O)([O-])[O-].[Na+].[Na+] (Na2CO3), C1(=CC=CC=C1)C (toluene). The reagents and catalysts are C=1C=CC(=CC1)[P](C=2C=CC=CC2)(C=3C=CC=CC3)[Pd]([P](C=4C=CC=CC4)(C=5C=CC=CC5)C=6C=CC=CC6)([P](C=7C=CC=CC7)(C=8C=CC=CC8)C=9C=CC=CC9)[P](C=1C=CC=CC1)(C=1C=CC=CC1)C=1C=CC=CC1 (Pd(PPh3)4). Run in CCOC(=O)C (EtOAc), CCO (EtOH), O (water). Conditions: time 8 hour. Product: crude material, ClC=1C=CC(=C(C1)C1=CC(=CC=C1)[N+](=O)[O-])CCC=O (3-(5-chloro-3′-nitro-biphenyl-2-yl)-propionaldehyde). As a reaction SMILES: Br[C:2]1[CH:7]=[C:6]([Cl:8])[CH:5]=[CH:4][C:3]=1N.[N+:10]([C:13]1[CH:14]=[C:15](B(O)O)[CH:16]=[CH:17][CH:18]=1)([O-:12])=[O:11].[C:22]([O-:25])([O-])=O.[Na+].[Na+].[C:28]1(C)C=CC=C[CH:29]=1>CCO.O.CCOC(C)=O.C1C=CC([P]([Pd]([P](C2C=CC=CC=2)(C2C=CC=CC=2)C2C=CC=CC=2)([P](C2C=CC=CC=2)(C2C=CC=CC=2)C2C=CC=CC=2)[P](C2C=CC=CC=2)(C2C=CC=CC=2)C2C=CC=CC=2)(C2C=CC=CC=2)C2C=CC=CC=2)=CC=1>[Cl:8][C:6]1[CH:7]=[CH:2][C:3]([CH2:28][CH2:29][CH:22]=[O:25])=[C:4]([C:15]2[CH:16]=[CH:17][CH:18]=[C:13]([N+:10]([O-:12])=[O:11])[CH:14]=2)[CH:5]=1 |f:2.3.4,^1:48,50,69,88|. Reported procedure: Heat a mixture of 2-bromo-4-chloro-phenylamine (8.24 g, 40 mmol), 3-nitrophenylboronic acid (10.0 g, 60 mmol), Pd(PPh3)4 (2.8 g) and Na2CO3 (17.0 g) in toluene (200.0 mL), EtOH (30.0 mL) and water (80.0 mL) to 80° C. (oil bath) with stirring overnight. Cool to room temperature, dilute the mixture with EtOAc, filter and concentrate. Dissolve the residue in EtOAc, wash with brine and dry over Na2SO4. Chromatograph the crude material on silica (gradient 25% EtOAc in hexane) to give 5.27 g of the de... Starting materials: [Br-].BrC=1C(=C(C=C(C1)C#N)C[P+](C1=CC=CC=C1)(C1=CC=CC=C1)C1=CC=CC=C1)NC(C(F)(F)F)=O (({3-bromo-5-cyano-2-[(trifluoroacetyl)amino]phenyl}methyl)(triphenyl)phosphonium bromide). Run in CN(C)C=O (DMF). Conditions: temperature 130 celsius, time 3 hour. The product is CCCC(C)C (isoHexane), FC(C=1NC2=C(C=C(C=C2C1)C#N)Br)(F)F (2-(Trifluoromethyl)-5-cyano-7-bromo-1H-indole). Isolated yield 72.3%. Reaction SMILES: [Br-].[Br:2][C:3]1[C:4]([NH:31][C:32](=O)[C:33]([F:36])([F:35])[F:34])=[C:5]([CH2:11][P+](C2C=CC=CC=2)(C2C=CC=CC=2)C2C=CC=CC=2)[CH:6]=[C:7]([C:9]#[N:10])[CH:8]=1>CN(C=O)C>[CH3:8][CH2:3][CH2:4][CH:5]([CH3:11])[CH3:6].[F:34][C:33]([F:36])([F:35])[C:32]1[NH:31][C:4]2[C:5]([CH:11]=1)=[CH:6][C:7]([C:9]#[N:10])=[CH:8][C:3]=2[Br:2] |f:0.1|. Reported procedure: ({3-bromo-5-cyano-2-[(trifluoroacetyl)amino]phenyl}methyl)(triphenyl)phosphonium bromide (37.2 g, crude) was dissolved in DMF (150 mL) and the reaction mixture was heated to 130° C. stirring for 3 hrs. The reaction mixture was allowed to cool to room temperature then quenched with water (400 mL). The reaction mixture was then extracted with ethyl acetate (3×300 mL). The organic extract was washed with a 1:1 mixture of water:brine (2×600 mL), dried (MgSO4), filtered and the solvent was removed. T... The reactants are CO.C[O-].[Na+] (sodium methoxide methanol), C(C1=CC=CC=C1)(=O)C1=CC(=NC=C1)Cl (4-benzoyl-2-chloropyridine). Run in CO (methanol). Run at time 1 hour. Product: C(C1=CC=CC=C1)(=O)C1=CC(=NC=C1)OC (4-Benzoyl-2-methoxypyridine). RXN SMILES: [CH3:1][OH:2].C[O-].[Na+].[C:6]([C:14]1[CH:19]=[CH:18][N:17]=[C:16](Cl)[CH:15]=1)(=[O:13])[C:7]1[CH:12]=[CH:11][CH:10]=[CH:9][CH:8]=1>CO>[C:6]([C:14]1[CH:19]=[CH:18][N:17]=[C:16]([O:2][CH3:1])[CH:15]=1)(=[O:13])[C:7]1[CH:12]=[CH:11][CH:10]=[CH:9][CH:8]=1 |f:0.1.2|. Procedure: While heating under reflux a 28% sodium methoxide methanol solution mildly, a mixture of 135 g of 4-benzoyl-2-chloropyridine and 150 ml of methanol was added dropwise thereinto over one hour, followed by heating under reflux for further 2 hours. After cooling as it was, the reaction solution was filtered to remove insoluble matters and the solvent was removed. To the residue was added an aqueous sodium bicarbonate solution and the mixture was extracted with ethyl acetate. The organic phase was w... Starting materials: OC([C@@H](C)NC(=O)C1=CN(C2=NC=C(N=C21)Br)COCC[Si](C)(C)C)(C)C (2-bromo-5-(2-trimethylsilanyl-ethoxymethyl)-5H-pyrrolo[2,3-b]pyrazine-7-carboxylic acid ((R)-2-hydroxy-1,2-dimethyl-propyl)-amide), ClC1=CC=C2C(=NN(C2=C1)C)[Sn](CCCC)(CCCC)CCCC (6-chloro-1-methyl-3-tributylstannyl-1H-indazole). Reagents/catalysts: C=1C=CC(=CC1)[P](C=2C=CC=CC2)(C=3C=CC=CC3)[Pd]([P](C=4C=CC=CC4)(C=5C=CC=CC5)C=6C=CC=CC6)([P](C=7C=CC=CC7)(C=8C=CC=CC8)C=9C=CC=CC9)[P](C=1C=CC=CC1)(C=1C=CC=CC1)C=1C=CC=CC1 (tetrakis(triphenylphosphine)palladium(0)), [Cu]I (copper(I) iodide). Run in CN(C)C=O (DMF). Conditions: temperature 90 celsius, time 8 hour. Product: OC([C@@H](C)NC(=O)C1=CN(C2=NC=C(N=C21)C2=NN(C1=CC(=CC=C21)Cl)C)COCC[Si](C)(C)C)(C)C (2-(6-chloro-1-methyl-1H-indazol-3-yl)-5-(2-trimethylsilanyl-ethoxymethyl)-5H-pyrrolo[2,3-b]pyrazine-7-carboxylic acid ((R)-2-hydroxy-1,2-dimethyl-propyl)-amide). The yield is 86.4%. As a reaction SMILES: [OH:1][C:2]([CH3:27])([CH3:26])[C@H:3]([NH:5][C:6]([C:8]1[C:16]2[C:11](=[N:12][CH:13]=[C:14](Br)[N:15]=2)[N:10]([CH2:18][O:19][CH2:20][CH2:21][Si:22]([CH3:25])([CH3:24])[CH3:23])[CH:9]=1)=[O:7])[CH3:4].[Cl:28][C:29]1[CH:37]=[C:36]2[C:32]([C:33]([Sn](CCCC)(CCCC)CCCC)=[N:34][N:35]2[CH3:38])=[CH:31][CH:30]=1>CN(C=O)C.C1C=CC([P]([Pd]([P](C2C=CC=CC=2)(C2C=CC=CC=2)C2C=CC=CC=2)([P](C2C=CC=CC=2)(C2C=CC=CC=2)C2C=CC=CC=2)[P](C2C=CC=CC=2)(C2C=CC=CC=2)C2C=CC=CC=2)(C2C=CC=CC=2)C2C=CC=CC=2)=CC=1.[Cu]I>[OH:1][C:2]([CH3:27])([CH3:26])[C@H:3]([NH:5][C:6]([C:8]1[C:16]2[C:11](=[N:12][CH:13]=[C:14]([C:33]3[C:32]4[C:36](=[CH:37][C:29]([Cl:28])=[CH:30][CH:31]=4)[N:35]([CH3:38])[N:34]=3)[N:15]=2)[N:10]([CH2:18][O:19][CH2:20][CH2:21][Si:22]([CH3:25])([CH3:24])[CH3:23])[CH:9]=1)=[O:7])[CH3:4] |^1:60,62,81,100|. Procedure details: In a round-bottomed flask, 2-bromo-5-(2-trimethylsilanyl-ethoxymethyl)-5H-pyrrolo[2,3-b]pyrazine-7-carboxylic acid ((R)-2-hydroxy-1,2-dimethyl-propyl)-amide (120 mg, 0.26 mmol) and 6-chloro-1-methyl-3-tributylstannyl-1H-indazole (319 mg, 0.42 mmol) were dissolved in DMF (2.5 ml). The flask was evacuated and backfilled with argon then tetrakis(triphenylphosphine)palladium(0) (16 mg, 0.014 mmol) and copper(I) iodide (10 mg, 0.053 mmol) were added. The reaction mixture was stirred at 90° C. in an o...